Dataset: the Open Reaction Database (ORD), a public repository of structured organic reaction records. Task: describe an organic reaction: reactants, conditions, products, and yield Reactants: C(=O)(O)[O-].[Na+] (NaHCO3), N(C)(CC(=O)O)C(=O)OCC1=CC=CC=C1 (Z-Sar-OH), C(C)N1CCOCC1 (N-ethylmorpholine), [B-](F)(F)(F)F.CCOC(=O)C(=NOC(=[N+](C)C)N(C)C)C#N (TOTU), C(CCC)OC(=O)N1CCNCC1 (1-butoxycarbonylpiperazine). Solvent: CN(C)C=O (DMF), C(C)(=O)OCC (ethyl acetate). Run at time 12 hour. Product: C(CCC)OC(=O)N1CCN(CC1)C(CN(C)C(=O)OCC1=CC=CC=C1)=O (4-[2-(Benzyloxycarbonyl-methyl-amino)-acetyl]-piperazine-1-carboxylic acid butyl ester). Reaction SMILES: [N:1]([C:7]([O:9][CH2:10][C:11]1[CH:16]=[CH:15][CH:14]=[CH:13][CH:12]=1)=[O:8])([CH2:3][C:4]([OH:6])=O)[CH3:2].C(N1CCOCC1)C.[B-](F)(F)(F)F.CCOC(C(C#N)=NOC(N(C)C)=[N+](C)C)=O.[CH2:47]([O:51][C:52]([N:54]1[CH2:59][CH2:58][NH:57][CH2:56][CH2:55]1)=[O:53])[CH2:48][CH2:49][CH3:50].C([O-])(O)=O.[Na+]>CN(C=O)C.C(OCC)(=O)C>[CH2:47]([O:51][C:52]([N:54]1[CH2:59][CH2:58][N:57]([C:4](=[O:6])[CH2:3][N:1]([C:7]([O:9][CH2:10][C:11]2[CH:16]=[CH:15][CH:14]=[CH:13][CH:12]=2)=[O:8])[CH3:2])[CH2:56][CH2:55]1)=[O:53])[CH2:48][CH2:49][CH3:50] |f:2.3,5.6|. Procedure: To a solution of 500 mg Z-Sar-OH in 15 ml DMF were added 1.1 ml N-ethylmorpholine, 735 mg TOTU and 417 mg 1-butoxycarbonylpiperazine. After stirring for 12 h, aqueous NaHCO3 was added and the reaction mixture was diluted with ethyl acetate and washed with aqueous LiCl (4%) and 0.1 M HCl. The crude product obtained after evaporation of the solvent was used without further purification. Yield: 746 mg.